From a dataset of the Open Reaction Database (ORD), a public repository of structured organic reaction records. describe an organic reaction: reactants, conditions, products, and yield Starting materials: C(Br)(Br)(Br)Br (carbon tetrabromide), ClC1=NC=CC(=C1)C (2-chloro-4-methylpyridine), C(CCC)[Li] (n-butyllithium), CN(C)CCO (N,N-dimethylaminoethanol). Run in C1CCOC1 (THF), CCCCCC (hexane). Yields the product BrC1=NC(=CC(=C1)C)Cl (2-bromo-6-chloro-4-methylpyridine). RXN SMILES: [Cl:1][C:2]1[CH:7]=[C:6]([CH3:8])[CH:5]=[CH:4][N:3]=1.C([Li])CCC.CN(CCO)C.C(Br)(Br)(Br)[Br:21]>CCCCCC.C1COCC1>[Br:21][C:4]1[CH:5]=[C:6]([CH3:8])[CH:7]=[C:2]([Cl:1])[N:3]=1. Procedure details: Starting with 2-chloro-4-methylpyridine II, treatment with n-butyllithium in the presence of N,N-dimethylaminoethanol in hexane, followed by addition of carbon tetrabromide in THF affords 2-bromo-6-chloro-4-methylpyridine III. Compound III undergoes a palladium coupling with boronic acid IV in the presence of a base, such as Na2CO3, in a suitable solvent, such as DME, to give chloropyridine V. Starting materials: C(N(CC)CC)(C(F)Cl)(F)F, C1[C@H]([C@H]2[C@@H]([C@@]1(COC(=O)C)O)OC(O2)(C)C)N1C(c2c(C1=O)cccc2)=O. Reagents/catalysts: c1ccc(cc1)-c2c3ccccc3cc4ccccc24 (9-Phenylanthracene). Run in C1CCOC1 (THF). Conditions: temperature 25 celsius, time 18 hour. Product: CC(=O)OC[C@@]1(F)C[C@H]([C@@H]2OC(C)(C)O[C@H]12)N3C(=O)c4ccccc4C3=O. As a reaction SMILES: [CH3:1][C:2]([O:4][CH2:5][C@:6]1([C@H:15]([C@@H:9]2[C@H:8]([N:16]3[C:25](=[O:26])[c:24]([c:19]4[C:17]3=[O:18])[cH:23][cH:22][cH:21][cH:20]4)[CH2:7]1)[O:14][C:11]([CH3:13])([CH3:12])[O:10]2)O)=[O:3].CCN(C(C(Cl)F)(F)[F:27])CC>>[CH3:1][C:2]([O:4][CH2:5][C@@:6]1([C@H:15]([C@@H:9]2[C@H:8]([N:16]3[C:25](=[O:26])[c:24]([c:19]4[C:17]3=[O:18])[cH:23][cH:22][cH:21][cH:20]4)[CH2:7]1)[O:14][C:11]([CH3:13])([CH3:12])[O:10]2)[F:27])=[O:3]. Starting materials: S(O)(O)(=O)=O (sulphuric acid), Cl.C(C(C)(C)C)(=O)OC1=CC=C(C(=O)OC=2C=C(C=C(C2)OC(C2=CC=C(C=C2)OC(C(C)(C)C)=O)=O)C(CNC2CCC2)=O)C=C1 (3',5'-bis-(4-pivaloyloxybenzoyloxy)-2-cyclobutylamino acetophenone hydrochloride). Reagents/catalysts: [Pd] (Pd/C). Run in C(C)O (ethanol), C(C)O (ethanol). The product is S(=O)(=O)(O)OC(CNC1CCC1)C1=CC(=CC(=C1)OC(C1=CC=C(C=C1)OC(C(C)(C)C)=O)=O)OC(C1=CC=C(C=C1)OC(C(C)(C)C)=O)=O (1-[3,5-bis-(4-pivaloyloxybenzoyloxy)phenyl]-2-cyclobutylaminoethanol sulphate). As a reaction SMILES: Cl.[C:2]([O:8][C:9]1[CH:47]=[CH:46][C:12]([C:13]([O:15][C:16]2[CH:17]=[C:18]([C:38](=[O:45])[CH2:39][NH:40][CH:41]3[CH2:44][CH2:43][CH2:42]3)[CH:19]=[C:20]([O:22][C:23](=[O:37])[C:24]3[CH:29]=[CH:28][C:27]([O:30][C:31](=[O:36])[C:32]([CH3:35])([CH3:34])[CH3:33])=[CH:26][CH:25]=3)[CH:21]=2)=[O:14])=[CH:11][CH:10]=1)(=[O:7])[C:3]([CH3:6])([CH3:5])[CH3:4].[S:48](=O)(=[O:51])([OH:50])[OH:49]>C(O)C.[Pd]>[S:48]([O:45][CH:38]([C:18]1[CH:19]=[C:20]([O:22][C:23](=[O:37])[C:24]2[CH:29]=[CH:28][C:27]([O:30][C:31](=[O:36])[C:32]([CH3:35])([CH3:34])[CH3:33])=[CH:26][CH:25]=2)[CH:21]=[C:16]([O:15][C:13](=[O:14])[C:12]2[CH:11]=[CH:10][C:9]([O:8][C:2](=[O:7])[C:3]([CH3:4])([CH3:5])[CH3:6])=[CH:47][CH:46]=2)[CH:17]=1)[CH2:39][NH:40][CH:41]1[CH2:44][CH2:43][CH2:42]1)([OH:51])(=[O:50])=[O:49] |f:0.1|. Procedure details: A solution of 2.2 g of 3',5'-bis-(4-pivaloyloxybenzoyloxy)-2-cyclobutylamino acetophenone hydrochloride in 75 ml of ethanol was hydrogenated at 380 kPa (55 psig) and 45° C. for 18 hrs in the presence of 0.4 g 10% Pd/C. After filtering off the catalyst the filtrate was evaporated to dryness to give an oil as residue. This oil was partitioned between ethyl ether and 10% sodium carbonate solution. The ether phase was dried over MgSO4, filtered and evaporated to dryness to give a crystalline residue... The reactants are OC1=C(C2=CC=CC=C2C=C1O)C=O (2,3-dihydroxy-naphthaldehyde), C(C)(=O)[O-].[Na+] (sodium acetate), Cl.NNC(=O)N (semicarbazide hydrochloride). The solvent is CO (methanol), O (water), O (water). Conditions: temperature 10 celsius, time 1 hour. Yields the product OC1=C(C2=CC=CC=C2C=C1O)C=NNC(=O)N (2,3-dihydroxy-naphthaldehyde semicarbazone). The yield is 73.1%. As a reaction SMILES: Cl.[NH2:2][NH:3][C:4]([NH2:6])=[O:5].C([O-])(=O)C.[Na+].[OH:12][C:13]1[C:22]([OH:23])=[CH:21][C:20]2[C:15](=[CH:16][CH:17]=[CH:18][CH:19]=2)[C:14]=1[CH:24]=O>O.CO>[OH:12][C:13]1[C:22]([OH:23])=[CH:21][C:20]2[C:15](=[CH:16][CH:17]=[CH:18][CH:19]=2)[C:14]=1[CH:24]=[N:2][NH:3][C:4]([NH2:6])=[O:5] |f:0.1,2.3|. Procedure: 86.0 g of semicarbazide hydrochloride dissolved in 500 ml of water and 103 g of sodium acetate (CH3COONa.3H2O) were placed in a 2.5 l sulfonation flask equipped with stirrer, thermometer and dropping funnel. At an internal temperature of 40°-50° C., there was added dropwise a solution of 138.4 g of 2,3-dihydroxy-naphthaldehyde in 1000 ml of methanol. The mixture was stirred at 40°-50° C. for 1 hour and then, after adding 2 l of water, cooled to 10° C. and suction filtered. The material on the su... The reactants are ClC=1C=CC2=C(CCC=3C(=NC=CC3)C2=C2CCNCC2)C1 (4-(8-chloro-5,6-dihydro-11H-benzo[5,6]cyclohepta(1,2-b]pyridin-11-ylidene)-piperidine), [O-]S(=O)(=O)[O-].[Mg+2] (MgSO4), [H-].[Al+3].[Li+].[H-].[H-].[H-] (lithium aluminum hydride), S(=O)(=O)([O-])[O-].[Na+].[Na+] (sodium sulfate). Run in C1CCOC1 (THF), C(C)OCC (diethyl ether). Run at time 30 minute. Product: N1CCC(CC1)C1C2=C(CCC=3C1=NC=CC3)C=CC=C2 (6,11-DIHYDRO-11-(4-PIPERIDINYL)-5H-BENZO[5,6]CYCLOHEPTA[1,2-b]PYRIDINE). Reaction SMILES: Cl[C:2]1[CH:3]=[CH:4][C:5]2[C:15](=[C:16]3[CH2:21][CH2:20][NH:19][CH2:18][CH2:17]3)[C:10]3=[N:11][CH:12]=[CH:13][CH:14]=[C:9]3[CH2:8][CH2:7][C:6]=2[CH:22]=1.[H-].[Al+3].[Li+].[H-].[H-].[H-].S([O-])([O-])(=O)=O.[Na+].[Na+].[O-]S([O-])(=O)=O.[Mg+2]>C1COCC1.C(OCC)C>[NH:19]1[CH2:18][CH2:17][CH:16]([CH:15]2[C:10]3=[N:11][CH:12]=[CH:13][CH:14]=[C:9]3[CH2:8][CH2:7][C:6]3[CH:22]=[CH:2][CH:3]=[CH:4][C:5]2=3)[CH2:21][CH2:20]1 |f:1.2.3.4.5.6,7.8.9,10.11|. Procedure: To a solution 66.27 g (0.21 mole) of 4-(8-chloro-5,6-dihydro-11H-benzo[5,6]cyclohepta(1,2-b]pyridin-11-ylidene)-piperidine (product from Preparative Example 1 Example, step G), in THF (1 L) was added lithium aluminum hydride (24.32 g, 0.64 mole) and the reaction mixture was heated to reflux overnight. The reaction mixture was then cooled to room temperature and ~3 L of diethyl ether is added followed by dropwise addition of saturated sodium sulfate until a white gray precipitate forms. MgSO4 was... Reported procedure: To a solution of tert-butyl 6-chloro-4-(quinuclidine-8-yl-carbamoyl)benzoxazole-2-yl-carbamate (71 mg, 0.17 mmol) in CH2Cl2 (1 mL) was added TFA (1 mL). The reaction mixture stirred at room temperature for 3 h. The reaction mixture was concentrated under reduced pressure and the crude material was treated with concentrated ammonium hydroxide to adjust the pH to 7. The mixture was concentrated under reduced pressure and the crude material was purified by preparative TLC (90:9:1 CH2Cl2/CH3OH/conce... Yields the product N12CCC(CC1)[C@@H](C2)NC(=O)C=2C=C(C=C1C2N=C(O1)N)Cl ((S)—N-(quinuclidine-8-yl)-2-amino-6-chlorobenzoxazole-4-carboxamide). Starting materials: ClC1=CC2=C(N=C(O2)NC(OC(C)(C)C)=O)C(=C1)C(NC1CN2CCC1CC2)=O (tert-butyl 6-chloro-4-(quinuclidine-8-yl-carbamoyl)benzoxazole-2-yl-carbamate), C(=O)(C(F)(F)F)O (TFA). Yield: 38.5%. As a reaction SMILES: [Cl:1][C:2]1[CH:18]=[C:17]([C:19](=[O:29])[NH:20][CH:21]2[CH:26]3[CH2:27][CH2:28][N:23]([CH2:24][CH2:25]3)[CH2:22]2)[C:5]2[N:6]=[C:7]([NH:9]C(=O)OC(C)(C)C)[O:8][C:4]=2[CH:3]=1.C(O)(C(F)(F)F)=O>C(Cl)Cl>[N:23]12[CH2:22][C@@H:21]([NH:20][C:19]([C:17]3[CH:18]=[C:2]([Cl:1])[CH:3]=[C:4]4[O:8][C:7]([NH2:9])=[N:6][C:5]=34)=[O:29])[CH:26]([CH2:27][CH2:28]1)[CH2:25][CH2:24]2. The solvent is C(Cl)Cl (CH2Cl2). Conditions: time 3 hour. Reactants: B(Br)(Br)Br (BBr3), NC1=C2C=CC(NC2=CC=C1)=O (5-aminoquinolin-2(1H)-one), imine, FC=1C(=C(C=CC1)C(CC(C=O)(C(F)(F)F)O)(C)C)OC (4-(3-fluoro-2-methoxyphenyl)-2-hydroxy-4-methyl-2-(trifluoromethyl)pentanal). The product is OC1(C(C2=CC=C(C(=C2C(C1)(C)C)O)F)NC1=C2C=CC(NC2=CC=C1)=O)C(F)(F)F (5-{[2,5-Dihydroxy-4,4-dimethyl-6-fluoro-2-trifluoromethyl-1,2,3,4-tetrahydronaphthalen-1-yl]amino}-quinolin-2(1H)-one), imine. The yield is 18.0%. RXN SMILES: [F:1][C:2]1[C:3]([O:20]C)=[C:4]([C:8]([CH3:19])([CH3:18])[CH2:9][C:10]([OH:17])([C:13]([F:16])([F:15])[F:14])[CH:11]=O)[CH:5]=[CH:6][CH:7]=1.[NH2:22][C:23]1[CH:32]=[CH:31][CH:30]=[C:29]2[C:24]=1[CH:25]=[CH:26][C:27](=[O:33])[NH:28]2.B(Br)(Br)Br>>[OH:17][C:10]1([C:13]([F:15])([F:16])[F:14])[CH2:9][C:8]([CH3:18])([CH3:19])[C:4]2[C:5](=[CH:6][CH:7]=[C:2]([F:1])[C:3]=2[OH:20])[CH:11]1[NH:22][C:23]1[CH:32]=[CH:31][CH:30]=[C:29]2[C:24]=1[CH:25]=[CH:26][C:27](=[O:33])[NH:28]2. Reported procedure: Analogously to Example 2, the corresponding imine is produced starting from 1.0 g of 4-(3-fluoro-2-methoxyphenyl)-2-hydroxy-4-methyl-2-(trifluoromethyl)pentanal (Example 3) and 520 mg of 5-aminoquinolin-2(1H)-one. 255 mg of the title compound is obtained by reaction of 300 mg of imine with 3.3 ml of BBr3 (1N in dichloromethane). The reactants are CCC(Br)C(=O)N1N=C(c2cc(F)ccc2F)CC1(C)c1ccccc1, CCCCO, CN1CCNCC1. RXN SMILES: [Br:1][CH:2]([C:3](=[O:4])[N:5]1[N:6]=[C:7]([c:17]2[c:18]([F:24])[cH:19][cH:20][c:21]([F:23])[cH:22]2)[CH2:8][C:9]1([c:10]1[cH:11][cH:12][cH:13][cH:14][cH:15]1)[CH3:16])[CH2:25][CH3:26].[CH2:34]([OH:35])[CH2:36][CH2:37][CH3:38].[CH3:27][N:28]1[CH2:29][CH2:30][NH:31][CH2:32][CH2:33]1>>[CH:2]([C:3](=[O:4])[N:5]1[N:6]=[C:7]([c:17]2[c:18]([F:24])[cH:19][cH:20][c:21]([F:23])[cH:22]2)[CH2:8][C:9]1([c:10]1[cH:11][cH:12][cH:13][cH:14][cH:15]1)[CH3:16])([CH2:25][CH3:26])[N:31]1[CH2:30][CH2:29][N:28]([CH3:27])[CH2:33][CH2:32]1. Product: CCC(C(=O)N1N=C(c2cc(F)ccc2F)CC1(C)c1ccccc1)N1CCN(C)CC1. Reactants: C(C)C=1C=CC2=C(N=C(N=[N+]2[O-])NCCCN2CCOCC2)C1 (6-Ethyl-N-[3-(4-morpholinyl)propyl]-1,2,4-benzotriazin-3-amine 1-Oxide), ( i ), C(C)C=1C=CC2=C(N=C(N=[N+]2[O-])NCCCN2CCOCC2)C1 (6-Ethyl-N-[3-(4-morpholinyl)propyl]-1,2,4-benzotriazin-3-amine 1-Oxide), 1,4-dioxide, CO.CCOC(=O)C (MeOH EtOAc). The product is C(C)C=1C=CC2=C([N+](=C(N=[N+]2[O-])NCCCN2CCOCC2)[O-])C1 (6-Ethyl-N-[3-(4-morpholinyl)propyl]-1,2,4-benzotriazin-3-amine 1,4-Dioxide). As a reaction SMILES: [CH2:1]([C:3]1[CH:4]=[CH:5][C:6]2[N+:11]([O-:12])=[N:10][C:9]([NH:13][CH2:14][CH2:15][CH2:16][N:17]3[CH2:22][CH2:21][O:20][CH2:19][CH2:18]3)=[N:8][C:7]=2[CH:23]=1)[CH3:2].CO.CC[O:28]C(C)=O>>[CH2:1]([C:3]1[CH:4]=[CH:5][C:6]2[N+:11]([O-:12])=[N:10][C:9]([NH:13][CH2:14][CH2:15][CH2:16][N:17]3[CH2:18][CH2:19][O:20][CH2:21][CH2:22]3)=[N+:8]([O-:28])[C:7]=2[CH:23]=1)[CH3:2] |f:1.2|. Procedure details: Oxidation of 1-oxide 24 (829 mg, 2.6 mmol) with CF3CO3H (ca. 26.1 mmol) gave (i) starting material 24 (270 mg, 32%) and (ii) 1,4-dioxide 25 (206 mg, 24%) as a red solid, mp (MeOH/EtOAc) 142-144° C.; 1H NMR δ 8.55 (br s, 1 H, NH), 8.22 (d, J=9.0 Hz, 1 H, H-8), 8.10 (d, J=1.7 Hz, 1 H, H-5), 7.31 (dd, J=9.0, 1.7 Hz, 1 H, H-7), 3.82-3.87 (m, 4 H, 2×CH2O), 3.66-3.72 (m, 2 H, CH2N), 2.86 (q, J=7.6 Hz, 2 H, CH2), 2.58 (br dd, J=6.2, 6.0 Hz, 2 H, CH2N), 2.49-2.55 (m, 4 H, 2×CH2N), 1.85-1.92 (m, 2 H, CH2...